From a dataset of the Open Reaction Database (ORD), a public repository of structured organic reaction records. describe an organic reaction: reactants, conditions, products, and yield Reactants: C(CCC)C=1N(C(N(N1)CC#N)=O)CC1=CC=C(C=C1)C1=C(C=CC=C1)C1=NN=NN1C(C1=CC=CC=C1)(C1=CC=CC=C1)C1=CC=CC=C1 (5-n-butyl-2-cyanomethyl-2,4-dihydro-4-[[2'-(N-trityltetrazol-5-yl)biphenyl-4-yl]methyl]-3H-1,2,4-triazol-3-one). Run in C(C)(=O)O (acetic acid). Yields the product C(CCC)C=1N(C(N(N1)CC#N)=O)CC1=CC=C(C=C1)C1=C(C=CC=C1)C1=NN=NN1 (5-n-Butyl-2-cyanomethyl-2,4-dihydro-4-[[2'-(5-tetrazolyl)biphenyl-4-yl]methyl]-3H-1,2,4-triazol-3-one). Isolated yield 32.0%. Reaction SMILES: [CH2:1]([C:5]1[N:6]([CH2:14][C:15]2[CH:20]=[CH:19][C:18]([C:21]3[CH:26]=[CH:25][CH:24]=[CH:23][C:22]=3[C:27]3[N:31](C(C4C=CC=CC=4)(C4C=CC=CC=4)C4C=CC=CC=4)[N:30]=[N:29][N:28]=3)=[CH:17][CH:16]=2)[C:7](=[O:13])[N:8]([CH2:10][C:11]#[N:12])[N:9]=1)[CH2:2][CH2:3][CH3:4]>C(O)(=O)C>[CH2:1]([C:5]1[N:6]([CH2:14][C:15]2[CH:20]=[CH:19][C:18]([C:21]3[CH:26]=[CH:25][CH:24]=[CH:23][C:22]=3[C:27]3[NH:31][N:30]=[N:29][N:28]=3)=[CH:17][CH:16]=2)[C:7](=[O:13])[N:8]([CH2:10][C:11]#[N:12])[N:9]=1)[CH2:2][CH2:3][CH3:4]. Procedure details: Deprotection of 5-n-butyl-2-cyanomethyl-2,4-dihydro-4-[[2'-(N-trityltetrazol-5-yl)biphenyl-4-yl]methyl]-3H-1,2,4-triazol-3-one in 67% aqueous acetic acid was accomplished by the procedure of Example 3, Step B. After work-up, the residue was flash chromatographed over silica gel (15 mL for 0.082 mmole, gradient elution using 3-10% MeOH/CH2Cl2) to give a 32% yield of the desired material as a glassy solid, mp 86°-88° C., homogeneous by TLC in 10% MeOH/CH2Cl2, mass spectrum (FAB) m/e 415 (M+1)+. The reactants are [Ag+], CC(C)=O, COC(=O)c1csc(CCl)c1, O=[N+]([O-])[O-]. Yields the product COC(=O)c1csc(CO)c1. RXN SMILES: [Ag+:20].[CH3:12][C:13]([CH3:14])=[O:15].[Cl:1][CH2:2][c:3]1[cH:4][c:5]([C:8](=[O:9])[O:10][CH3:11])[cH:6][s:7]1.[N+:16]([O-:17])([O-:18])=[O:19]>>[CH2:2]([c:3]1[cH:4][c:5]([C:8](=[O:9])[O:10][CH3:11])[cH:6][s:7]1)[OH:15]. Procedure details: To a solution of 20.3 (0.040 g, 0.082 mmol) in THF/MeOH (2/1) (1.5 mL) was added a 1 M solution of LiOH (0.50 mL, 0.50 mmol). The resulting mixture was stirred overnight at 23° C., quenched with excess 1 N HCl, and extracted with EtOAc. The combined organic layers were dried over Na2SO4 and concentrated. The crude residue was purified by silica gel chromatography (0 to 40% EtOAc/hexanes) to afford a 20 (0.022 g, 58% yield). MS ESI (neg.) m/e: 461.2 (M−H)+. Reaction SMILES: [CH3:1][C:2]([C:5]1[C:10]([C:11]2[CH:16]=[C:15]([O:17][CH3:18])[CH:14]=[CH:13][C:12]=2[F:19])=[CH:9][C:8]([CH2:20][O:21][C:22]2[CH:27]=[CH:26][C:25]([C@@H:28]([CH:35]=[CH2:36])[CH2:29][C:30]([O:32]CC)=[O:31])=[CH:24][CH:23]=2)=[CH:7][CH:6]=1)([CH3:4])[CH3:3].[Li+].[OH-]>C1COCC1.CO>[CH3:4][C:2]([C:5]1[C:10]([C:11]2[CH:16]=[C:15]([O:17][CH3:18])[CH:14]=[CH:13][C:12]=2[F:19])=[CH:9][C:8]([CH2:20][O:21][C:22]2[CH:23]=[CH:24][C:25]([C@@H:28]([CH:35]=[CH2:36])[CH2:29][C:30]([OH:32])=[O:31])=[CH:26][CH:27]=2)=[CH:7][CH:6]=1)([CH3:1])[CH3:3] |f:1.2,3.4|. The product is CC(C)(C)C1=CC=C(C=C1C1=C(C=CC(=C1)OC)F)COC1=CC=C(C=C1)[C@H](CC(=O)O)C=C ((3R)-3-(4-(((6-(1,1-Dimethylethyl)-2′-fluoro-5′-(methyloxy)-1,1′-biphenyl-3-yl)methyl)oxy)phenyl)-4-pentenoic acid). Run at temperature 23 celsius, time 8 hour. Isolated yield 58.0%. Reactants: CC(C)(C)C1=CC=C(C=C1C1=C(C=CC(=C1)OC)F)COC1=CC=C(C=C1)[C@H](CC(=O)OCC)C=C (Ethyl (3R)-3-(4-(((6-(1,1-dimethylethyl)-2′-fluoro-5′-(methyloxy)-1,1′-biphenyl-3-yl)methyl)oxy)phenyl)-4-pentenoate), solution, [Li+].[OH-] (LiOH). Solvent: C1CCOC1.CO (THF MeOH). Starting materials: C(C1=CC=C(C=C1)OC)C1=C(N=C2SCCN21)CC2=CC=C(C=C2)OC (5,6-bis(p-anisyl)-2,3-dihydroimidazo[2,1-b]thiazole), C(Cl)Cl (methylene chloride), S(O)(O)(=O)=O (sulfuric acid). Run in C(C)O (ethanol), C(C)O (ethanol). Yields the product S(=O)(=O)(O)O.C(C1=CC=C(C=C1)OC)C1=C(N=C2SCCN21)CC2=CC=C(C=C2)OC (5,6-bis(p-anisyl)-2,3-dihydroimidazo[2,1-b]thiazole sulfate). As a reaction SMILES: [CH2:1]([C:10]1[N:17]2[C:13]([S:14][CH2:15][CH2:16]2)=[N:12][C:11]=1[CH2:18][C:19]1[CH:24]=[CH:23][C:22]([O:25][CH3:26])=[CH:21][CH:20]=1)[C:2]1[CH:7]=[CH:6][C:5]([O:8][CH3:9])=[CH:4][CH:3]=1.C(Cl)Cl.[S:30](=[O:34])(=[O:33])([OH:32])[OH:31]>C(O)C>[S:30]([OH:34])([OH:33])(=[O:32])=[O:31].[CH2:1]([C:10]1[N:17]2[C:13]([S:14][CH2:15][CH2:16]2)=[N:12][C:11]=1[CH2:18][C:19]1[CH:24]=[CH:23][C:22]([O:25][CH3:26])=[CH:21][CH:20]=1)[C:2]1[CH:3]=[CH:4][C:5]([O:8][CH3:9])=[CH:6][CH:7]=1 |f:4.5|. Reported procedure: To a solution of 5,6-bis(p-anisyl)-2,3-dihydroimidazo[2,1-b]thiazole in 3 parts methylene chloride and 1 part absolute ethanol is added a solution containing an equimolar amount of sulfuric acid dissolved in absolute ethanol. The mixture is stripped of solvent and the residue recrystallized from absolute ethanol-ether containing a small amount of added sulfuric acid to give 5,6-bis(p-anisyl)-2,3-dihydroimidazo[2,1-b]thiazole sulfate, m.p. 268°-273° C. (dec.). RXN SMILES: [CH3:17][O-:18].[CH3:20][OH:21].[N+:1](=[O:2])([O-:3])[c:4]1[cH:5][cH:6][c:7](-[c:10]2[cH:11][cH:12][c:13]([C:15]#[N:16])[o:14]2)[cH:8][cH:9]1.[Na+:19]>>[N+:1](=[O:2])([O-:3])[c:4]1[cH:5][cH:6][c:7](-[c:10]2[cH:11][cH:12][c:13]([C:15](=[NH:16])[O:18][CH3:17])[o:14]2)[cH:8][cH:9]1. Reactants: C[O-], CO, N#Cc1ccc(-c2ccc([N+](=O)[O-])cc2)o1, [Na+]. Product: COC(=N)c1ccc(-c2ccc([N+](=O)[O-])cc2)o1. Run in CS(=O)C (DMSO), CS(=O)C (DMSO). Reported procedure: A solution of (isocyanatomethyl)(methyl)sulfane (337 mg, 3.27 mmol) in dry DMSO (1 mL) was added dropwise in the dark under nitrogen to a stirred suspension of (E)-4-(2-(4-diazo-4H-imidazol-5-yl)vinyl)benzonitrile (600 mg, 2.71 mmol) in DMSO (6 mL) and the mixture was stirred overnight. The resulting solution was poured into ice and the precipitate was filtered and washed successively with water and diethyl ether. The crude product was dried under vacuum and was absorbed on silica and purified b... The yield is 8.1%. Product: CSCN1N=NC=2N(C1=O)C=NC2/C=C/C2=CC=C(C#N)C=C2 ((E)-4-(2-(3-(Methylthiomethyl)-4-oxo-3,4-dihydroimidazo[5,1-d][1,2,3,5]tetrazin-8-yl)vinyl)benzonitrile). As a reaction SMILES: [N:1]([CH2:4][S:5][CH3:6])=[C:2]=[O:3].[N+:7](=[C:9]1[C:13](/[CH:14]=[CH:15]/[C:16]2[CH:23]=[CH:22][C:19]([C:20]#[N:21])=[CH:18][CH:17]=2)=[N:12][CH:11]=[N:10]1)=[N-:8]>CS(C)=O>[CH3:6][S:5][CH2:4][N:1]1[C:2](=[O:3])[N:10]2[CH:11]=[N:12][C:13](/[CH:14]=[CH:15]/[C:16]3[CH:23]=[CH:22][C:19]([C:20]#[N:21])=[CH:18][CH:17]=3)=[C:9]2[N:7]=[N:8]1. Reaction conditions: time 8 hour. Starting materials: N(=C=O)CSC ((isocyanatomethyl)(methyl)sulfane), [N+](=[N-])=C1N=CN=C1/C=C/C1=CC=C(C#N)C=C1 ((E)-4-(2-(4-diazo-4H-imidazol-5-yl)vinyl)benzonitrile). Reaction SMILES: [CH3:1][O:2][c:3]1[cH:4][c:5]2[c:6]([CH2:12][C:13]3=[CH:18][CH2:17][CH2:16][N:15]([CH2:19][CH2:20][CH2:21][C:22](=[O:23])[c:24]4[cH:25][cH:26][c:27]([F:30])[cH:28][cH:29]4)[CH2:14]3)[cH:7][nH:8][c:9]2[cH:10][cH:11]1.[CH3:34][OH:35].[ClH:31].[NH2:32][OH:33]>>[CH3:1][O:2][c:3]1[cH:4][c:5]2[c:6]([CH2:12][C:13]3=[CH:18][CH2:17][CH2:16][N:15]([CH2:19][CH2:20][CH2:21][C:22]([c:24]4[cH:25][cH:26][c:27]([F:30])[cH:28][cH:29]4)=[N:32][OH:33])[CH2:14]3)[cH:7][nH:8][c:9]2[cH:10][cH:11]1. Yields the product COc1ccc2[nH]cc(CC3=CCCN(CCCC(=NO)c4ccc(F)cc4)C3)c2c1. Reactants: COc1ccc2[nH]cc(CC3=CCCN(CCCC(=O)c4ccc(F)cc4)C3)c2c1, CO, Cl, NO. The reactants are C(C)(=O)NC1=C(C=C(C(=C1)Cl)OC)/C=C/C(=O)O ((E)-3-(2-Acetylamino-4-chloro-5-methoxyphenyl)-acrylic acid), FC1=CC=C(CN2[C@@H](CN[C@H](C2)C)C)C=C1 ((2R,5S)-1-(4-fluorobenzyl)-2,5-dimethylpiperazine), CCN=C=NCCCN(C)C.Cl (EDCl), Cl (HCl). Solvent: CN(C)C=O (DMF). Product: ClC=1C(=CC(=C(C1)NC(C)=O)\C=C\C(=O)N1[C@@H](CN([C@H](C1)C)CC1=CC=C(C=C1)F)C)OC (N-(5-Chloro-2-[(E)-3-[(2R,5S)-4-(4-fluorobenzyl)-2,5-dimethylpiperazin-1-yl]-3-oxopropenyl]-4-methoxyphenyl)-acetamide). Isolated yield 55.3%. Reaction SMILES: [C:1]([NH:4][C:5]1[CH:10]=[C:9]([Cl:11])[C:8]([O:12][CH3:13])=[CH:7][C:6]=1/[CH:14]=[CH:15]/[C:16]([OH:18])=O)(=[O:3])[CH3:2].[F:19][C:20]1[CH:34]=[CH:33][C:23]([CH2:24][N:25]2[CH2:30][C@H:29]([CH3:31])[NH:28][CH2:27][C@H:26]2[CH3:32])=[CH:22][CH:21]=1.CCN=C=NCCCN(C)C.Cl.Cl>CN(C=O)C>[Cl:11][C:9]1[C:8]([O:12][CH3:13])=[CH:7][C:6](/[CH:14]=[CH:15]/[C:16]([N:28]2[CH2:27][C@H:26]([CH3:32])[N:25]([CH2:24][C:23]3[CH:33]=[CH:34][C:20]([F:19])=[CH:21][CH:22]=3)[CH2:30][C@H:29]2[CH3:31])=[O:18])=[C:5]([NH:4][C:1](=[O:3])[CH3:2])[CH:10]=1 |f:2.3|. Procedure: (E)-3-(2-Acetylamino-4-chloro-5-methoxyphenyl)-acrylic acid (100 mg; 0.37 mmol), (2R,5S)-1-(4-fluorobenzyl)-2,5-dimethylpiperazine (Mavunkel, Babu J. et al., WO 00/71535) (83 mg; 0.37 mmol) and EDCl.HCl (85 mg, 0.44 mmol) were dissolved in DMF (3 ml) and stirred over night. The reaction mixture was evaporated, taken up in 2N Na2CO3 and extracted with EtOAc three times. The combined organic phases were evaporated and purified via chromatography (SiO2 acetone/hexanes 3/7 to 4/6) to yield the title...